From a dataset of the Open Reaction Database (ORD), a public repository of structured organic reaction records. describe an organic reaction: reactants, conditions, products, and yield Starting materials: C(C)(C)(C)OC(N[C@H](CC1=CC=CC=C1)[C@H]1OC1)=O ([(1R)-1-{(2R)-oxiran-2-yl}-2-phenyl-ethyl]carbamic acid tert-butylester), N1=CNC2=C1C=CC=C2 (benzimidazole). Product: C(C)(C)(C)OC(N[C@@H]([C@H](CN1C=NC2=C1C=CC=C2)O)CC2=CC=CC=C2)=O ([(1R,2S)-3-Benzimidazol-1-yl-1-benzyl-2-hydroxy-propyl]-carbamic acid tert-butyl ester). As a reaction SMILES: [C:1]([O:5][C:6](=[O:19])[NH:7][C@@H:8]([C@@H:16]1[CH2:18][O:17]1)[CH2:9][C:10]1[CH:15]=[CH:14][CH:13]=[CH:12][CH:11]=1)([CH3:4])([CH3:3])[CH3:2].[N:20]1[C:24]2[CH:25]=[CH:26][CH:27]=[CH:28][C:23]=2[NH:22][CH:21]=1>>[C:1]([O:5][C:6](=[O:19])[NH:7][C@H:8]([CH2:9][C:10]1[CH:15]=[CH:14][CH:13]=[CH:12][CH:11]=1)[C@@H:16]([OH:17])[CH2:18][N:20]1[C:24]2[CH:25]=[CH:26][CH:27]=[CH:28][C:23]=2[N:22]=[CH:21]1)([CH3:4])([CH3:3])[CH3:2]. Reported procedure: Using general procedure 2 and purification method D with [(1R)-1-{(2R)-oxiran-2-yl}-2-phenyl-ethyl]carbamic acid tert-butylester (0.125 g, 0.48 mmol) and benzimidazole (0.067 g, 0.57 mmol) gives the title compound. Procedure details: A solution of 0.05 mol of methyl 3-hydroxy-2-methyl-5-nitro-3-indenylacetate, 0.2 mol of 38% aqueous formaldehyde and 2 ml of acetic acid in 100 ml ethanol is reduced catalytically in the presence of a 10% Pd/C catalyst under 40 lb. p.s.i. hydrogen pressure at room temperature. The solution is filtered, evaporated and chromatographed on 300 g of silica gel to give methyl 5-methylamino-3-hydroxy-2-methyl-3-indenylacetate. The hydroxy ester is then dehydrated to methyl 5-dimethylamino-2-methyl-3-i... Reactants: OC1(C(=CC2=CC=C(C=C12)[N+](=O)[O-])C)CC(=O)OC (methyl 3-hydroxy-2-methyl-5-nitro-3-indenylacetate), [H][H] (hydrogen), C=O (formaldehyde), C(C)(=O)O (acetic acid). Run in C(C)O (ethanol). Product: CNC=1C=C2C(C(=CC2=CC1)C)(O)CC(=O)OC (methyl 5-methylamino-3-hydroxy-2-methyl-3-indenylacetate). RXN SMILES: [OH:1][C:2]1([CH2:15][C:16]([O:18][CH3:19])=[O:17])[C:10]2[C:5](=[CH:6][CH:7]=[C:8]([N+:11]([O-])=O)[CH:9]=2)[CH:4]=[C:3]1[CH3:14].C=O.[C:22](O)(=O)C.[H][H]>C(O)C.[Pd]>[CH3:22][NH:11][C:8]1[CH:9]=[C:10]2[C:5](=[CH:6][CH:7]=1)[CH:4]=[C:3]([CH3:14])[C:2]2([CH2:15][C:16]([O:18][CH3:19])=[O:17])[OH:1]. The reagents and catalysts are [Pd] (Pd/C). Reactants: CO, COC(=O)C=C(c1ccc(OC2CCCCO2)cc1)c1ncco1. The product is COC(=O)CC(c1ccc(OC2CCCCO2)cc1)c1ncco1. As a reaction SMILES: [CH3:25][OH:26].[o:1]1[c:2]([C:6](=[CH:7][C:8](=[O:9])[O:10][CH3:11])[c:12]2[cH:13][cH:14][c:15]([O:18][CH:19]3[O:20][CH2:21][CH2:22][CH2:23][CH2:24]3)[cH:16][cH:17]2)[n:3][cH:4][cH:5]1>>[o:1]1[c:2]([CH:6]([CH2:7][C:8](=[O:9])[O:10][CH3:11])[c:12]2[cH:13][cH:14][c:15]([O:18][CH:19]3[O:20][CH2:21][CH2:22][CH2:23][CH2:24]3)[cH:16][cH:17]2)[n:3][cH:4][cH:5]1. Starting materials: S(=O)(=O)(Cl)Cl (sulfuryl chloride), CC1=CC=C(C=C1)C=1C=CC2=C(C=CCCO2)C1 (7-(4-methylphenyl)-2,3-dihydro-1-benzoxepine), ice water. Run in CN(C=O)C (dimethylformamide). Reaction conditions: time 10 minute. The product is CC1=CC=C(C=C1)C=1C=CC2=C(C=C(CCO2)S(=O)(=O)Cl)C1 (7-(4-methylphenyl)-2,3-dihydro-1-benzoxepine-4-sulfonylchloride). As a reaction SMILES: [S:1]([Cl:5])(Cl)(=[O:3])=[O:2].[CH3:6][C:7]1[CH:12]=[CH:11][C:10]([C:13]2[CH:14]=[CH:15][C:16]3[O:22][CH2:21][CH2:20][CH:19]=[CH:18][C:17]=3[CH:23]=2)=[CH:9][CH:8]=1>CN(C)C=O>[CH3:6][C:7]1[CH:12]=[CH:11][C:10]([C:13]2[CH:14]=[CH:15][C:16]3[O:22][CH2:21][CH2:20][C:19]([S:1]([Cl:5])(=[O:3])=[O:2])=[CH:18][C:17]=3[CH:23]=2)=[CH:9][CH:8]=1. Procedure: Under ice-cooling, to dimethylformamide (0.2 ml) was added dropwise sulfuryl chloride (0.17 ml), and the mixture was stirred, under nitrogen atmosphere, at room temperature for 10 minutes. To the mixture was added 7-(4-methylphenyl)-2,3-dihydro-1-benzoxepine (0.3 g), and the mixture was stirred, under nitrogen atmosphere, at 90° C. for 3 hours. To the mixture was added ice-water, and the mixture was extracted with ethyl acetate. The organic layer was washed with water and saturated brine, and dr...